From a dataset of the Open Reaction Database (ORD), a public repository of structured organic reaction records. describe an organic reaction: reactants, conditions, products, and yield Procedure: A mixture of N-(2-cyano-5-(4-fluorophenyl)thiophen-3-yl)-2-methoxybenzamide (0.10 g, 0.57 mmol) and morpholine (0.20 mL) was heated in a microwave oven at 200° C. for 5 min. The reaction was purified by preparative reverse phase HPLC using 10%-99% CH3CN (0.035% TFA)/H2O (0.05% TFA) to give 2-(6-(4-fluorophenyl)-4-morpholinothieno[3,2-d]pyrimidin-2-yl)phenol. LC/MS: m/z 408 (M+H)+ at 4.76 min (10%-99% CH3CN (0.035% TFA)/H2O (0.05% TFA)). Conditions: temperature 200 celsius. Reactants: C(#N)C=1SC(=CC1NC(C1=C(C=CC=C1)OC)=O)C1=CC=C(C=C1)F (N-(2-cyano-5-(4-fluorophenyl)thiophen-3-yl)-2-methoxybenzamide), N1CCOCC1 (morpholine). Yields the product FC1=CC=C(C=C1)C1=CC=2N=C(N=C(C2S1)N1CCOCC1)C1=C(C=CC=C1)O (2-(6-(4-fluorophenyl)-4-morpholinothieno[3,2-d]pyrimidin-2-yl)phenol). Reaction SMILES: [C:1]([C:3]1[S:4][C:5]([C:19]2[CH:24]=[CH:23][C:22]([F:25])=[CH:21][CH:20]=2)=[CH:6][C:7]=1[NH:8][C:9](=O)[C:10]1[CH:15]=[CH:14][CH:13]=[CH:12][C:11]=1[O:16]C)#[N:2].[NH:26]1[CH2:31][CH2:30][O:29][CH2:28][CH2:27]1>>[F:25][C:22]1[CH:23]=[CH:24][C:19]([C:5]2[S:4][C:3]3[C:1]([N:26]4[CH2:31][CH2:30][O:29][CH2:28][CH2:27]4)=[N:2][C:9]([C:10]4[CH:15]=[CH:14][CH:13]=[CH:12][C:11]=4[OH:16])=[N:8][C:7]=3[CH:6]=2)=[CH:20][CH:21]=1. The reactants are CCCCCCCCC=CCCCCCCCC(=O)O, Nc1cccc(N)c1. Product: CCCCCCCCC=CCCCCCCCC(=O)Nc1cccc(N)c1. RXN SMILES: [CH3:1][CH2:2][CH2:3][CH2:4][CH2:5][CH2:6][CH2:7][CH2:8][CH:9]=[CH:10][CH2:11][CH2:12][CH2:13][CH2:14][CH2:15][CH2:16][CH2:17][C:18]([OH:19])=[O:20].[c:21]1([NH2:28])[cH:22][c:23]([NH2:27])[cH:24][cH:25][cH:26]1>>[CH3:1][CH2:2][CH2:3][CH2:4][CH2:5][CH2:6][CH2:7][CH2:8][CH:9]=[CH:10][CH2:11][CH2:12][CH2:13][CH2:14][CH2:15][CH2:16][CH2:17][C:18](=[O:20])[NH:27][c:23]1[cH:22][c:21]([NH2:28])[cH:26][cH:25][cH:24]1.